This data is from the Open Reaction Database (ORD), a public repository of structured organic reaction records. The task is: describe an organic reaction: reactants, conditions, products, and yield Reactants: CC(=O)Nc1ccc(N(C)C)cc1, O=[N+]([O-])O. Product: CC(=O)Nc1ccc(N(C)C)cc1[N+](=O)[O-]. Reaction SMILES: [CH3:1][N:2]([c:3]1[cH:4][cH:5][c:6]([NH:9][C:10]([CH3:11])=[O:12])[cH:7][cH:8]1)[CH3:13].[OH:14][N+:15]([O-:16])=[O:17]>>[CH3:1][N:2]([c:3]1[cH:4][c:5]([N+:15](=[O:14])[O-:16])[c:6]([NH:9][C:10]([CH3:11])=[O:12])[cH:7][cH:8]1)[CH3:13]. Reactants: Cc1ccc(C(=O)O)cc1-n1cnc2ccc(N3CCN(C)CC3)cc2c1=O, Nc1ccon1, O=P(Cl)(Cl)Cl, c1ccncc1. Yields the product Cc1ccc(C(=O)Nc2ccon2)cc1-n1cnc2ccc(N3CCN(C)CC3)cc2c1=O. As a reaction SMILES: [CH3:6][c:7]1[c:8](-[n:16]2[cH:17][n:18][c:19]3[cH:20][cH:21][c:22]([N:27]4[CH2:28][CH2:29][N:30]([CH3:33])[CH2:31][CH2:32]4)[cH:23][c:24]3[c:25]2=[O:26])[cH:9][c:10]([C:11](=[O:12])[OH:13])[cH:14][cH:15]1.[NH2:34][c:35]1[n:36][o:37][cH:38][cH:39]1.[P:1]([Cl:2])([Cl:3])([Cl:4])=[O:5].[cH:40]1[cH:41][cH:42][n:43][cH:44][cH:45]1>>[CH3:6][c:7]1[c:8](-[n:16]2[cH:17][n:18][c:19]3[cH:20][cH:21][c:22]([N:27]4[CH2:28][CH2:29][N:30]([CH3:33])[CH2:31][CH2:32]4)[cH:23][c:24]3[c:25]2=[O:26])[cH:9][c:10]([C:11](=[O:13])[NH:34][c:35]2[n:36][o:37][cH:38][cH:39]2)[cH:14][cH:15]1. Starting materials: C(C)(C)C1=CC=C(C=C1)C1COC2=C1C(=C(C(=C2)C)NC=O)C ((3-(4-Isopropylphenyl)-4,6-dimethyl-2,3-dihydro-1-benzofuran-5-yl)formamide), C(C)(=O)Cl (acetyl chloride). Yields the product C(C)(=O)C1=C(C(=C(C=2C(COC21)C2=CC=C(C=C2)C(C)C)C)NC=O)C (N-(7-Acetyl-3-(4-isopropylphenyl)-4,6-dimethyl-2,3-dihydro-1-benzofuran-5-yl)formamide). Isolated yield 48.0%. As a reaction SMILES: [CH:1]([C:4]1[CH:9]=[CH:8][C:7]([CH:10]2[C:14]3[C:15]([CH3:23])=[C:16]([NH:20][CH:21]=[O:22])[C:17]([CH3:19])=[CH:18][C:13]=3[O:12][CH2:11]2)=[CH:6][CH:5]=1)([CH3:3])[CH3:2].[C:24](Cl)(=[O:26])[CH3:25]>>[C:24]([C:18]1[C:13]2[O:12][CH2:11][CH:10]([C:7]3[CH:6]=[CH:5][C:4]([CH:1]([CH3:3])[CH3:2])=[CH:9][CH:8]=3)[C:14]=2[C:15]([CH3:23])=[C:16]([NH:20][CH:21]=[O:22])[C:17]=1[CH3:19])(=[O:26])[CH3:25]. Procedure details: Using N-(3-(4-isopropylphenyl)-4,6-dimethyl-2,3-dihydro-1-benzofuran-5-yl)formamide obtained in Example 58 and acetyl chloride, the title compound was obtained in the same manner as in Example 38. Yield: 48%. Melting point: 177-179° C. (ethyl acetate-hexane). Procedure details: Example 153 was prepared from 5-tert-butyl-2-methoxy-phenylamine and 3-[4-(5-ethyl-1-phenyl-1H-pyrazol-4-yl)-imidazol-1-yl]-4-methyl-benzoic acid methyl ester (Example 151) in the same manner as Example 151. ESI MS m/z 534 [C33H35N5O2+H]+. The reactants are C(C)(C)(C)C=1C=CC(=C(C1)N)OC (5-tert-butyl-2-methoxy-phenylamine), COC(C1=CC(=C(C=C1)C)N1C=NC(=C1)C=1C=NN(C1CC)C1=CC=CC=C1)=O (3-[4-(5-ethyl-1-phenyl-1H-pyrazol-4-yl)-imidazol-1-yl]-4-methyl-benzoic acid methyl ester). Product: C(C)(C)(C)C=1C=CC(=C(C1)NC(C1=CC(=C(C=C1)C)N1C=NC(=C1)C=1C=NN(C1CC)C1=CC=CC=C1)=O)OC (N-(5-tert-Butyl-2-methoxy-phenyl)-3-[4-(5-ethyl-1-phenyl-1H-pyrazol-4-yl)-imidazol-1-yl]-4-methyl-benzamide). Reaction SMILES: [C:1]([C:5]1[CH:6]=[CH:7][C:8]([O:12][CH3:13])=[C:9]([NH2:11])[CH:10]=1)([CH3:4])([CH3:3])[CH3:2].C[O:15][C:16](=O)[C:17]1[CH:22]=[CH:21][C:20]([CH3:23])=[C:19]([N:24]2[CH:28]=[C:27]([C:29]3[CH:30]=[N:31][N:32]([C:36]4[CH:41]=[CH:40][CH:39]=[CH:38][CH:37]=4)[C:33]=3[CH2:34][CH3:35])[N:26]=[CH:25]2)[CH:18]=1>>[C:1]([C:5]1[CH:6]=[CH:7][C:8]([O:12][CH3:13])=[C:9]([NH:11][C:16](=[O:15])[C:17]2[CH:22]=[CH:21][C:20]([CH3:23])=[C:19]([N:24]3[CH:28]=[C:27]([C:29]4[CH:30]=[N:31][N:32]([C:36]5[CH:41]=[CH:40][CH:39]=[CH:38][CH:37]=5)[C:33]=4[CH2:34][CH3:35])[N:26]=[CH:25]3)[CH:18]=2)[CH:10]=1)([CH3:4])([CH3:2])[CH3:3]. Starting materials: solution, FC1=CC=C(C=C1)CC(=O)N1CCC(CC1)C(C1=C(C(=CC=C1)O[Si](C(C)C)(C(C)C)C(C)C)OC)=O (2-(4-Fluoro-phenyl)-1-[4-(2-methoxy-3-triisopropylsilanyloxy-benzoyl)-piperidin-1-yl]-ethanone), Example 1A, (R)-methyloxoazaborolidine. The solvent is C1(=CC=CC=C1)C (toluene), C1(=CC=CC=C1)C (toluene). Reaction conditions: time 8 hour. Yields the product FC1=CC=C(C=C1)CCN1CCC(CC1)C(O)C1=C(C(=CC=C1)O[Si](C(C)C)(C(C)C)C(C)C)OC ({1-[2-(4-Fluoro-phenyl)-ethyl]-piperidin-4-yl}-(2-methoxy-3-triisopropylsilanyloxy-phenyl)-methanol). RXN SMILES: [F:1][C:2]1[CH:7]=[CH:6][C:5]([CH2:8][C:9]([N:11]2[CH2:16][CH2:15][CH:14]([C:17](=[O:37])[C:18]3[CH:23]=[CH:22][CH:21]=[C:20]([O:24][Si:25]([CH:32]([CH3:34])[CH3:33])([CH:29]([CH3:31])[CH3:30])[CH:26]([CH3:28])[CH3:27])[C:19]=3[O:35][CH3:36])[CH2:13][CH2:12]2)=O)=[CH:4][CH:3]=1>C1(C)C=CC=CC=1>[F:1][C:2]1[CH:7]=[CH:6][C:5]([CH2:8][CH2:9][N:11]2[CH2:12][CH2:13][CH:14]([CH:17]([C:18]3[CH:23]=[CH:22][CH:21]=[C:20]([O:24][Si:25]([CH:26]([CH3:28])[CH3:27])([CH:32]([CH3:33])[CH3:34])[CH:29]([CH3:30])[CH3:31])[C:19]=3[O:35][CH3:36])[OH:37])[CH2:15][CH2:16]2)=[CH:4][CH:3]=1. Procedure details: To a solution of 2-(4-Fluoro-phenyl)-1-[4-(2-methoxy-3-triisopropylsilanyloxy-benzoyl)-piperidin-1-yl]-ethanone, Example 1A (262 g, 0.496 mol) in toluene (3.8 L) at −38° C. add (R)-methyloxoazaborolidine (150 mL, 0.15 mol, of 1M solution in toluene), follow with the addition of borane dimethylsulfide complex (750 mL of a 2M solution in toluene, 1.5 mol), over a 2 h period at −30° C. Stir between −25° C. to -28° C. overnight and then allow the reaction to warm to ambient temperature over a 2 h pe... Starting materials: N1(CCCC1)[C@H]1[C@@H](CCCC1)NC ((±)-trans-2-Pyrrolidinyl-N-methylcyclohexylamine), C(Cl)Cl (CH2Cl2), FC(C1=CC=C(C=C1)CC(=O)O)(F)F (4-trifluoromethylphenyl acetic acid), O.ON1N=NC2=C1C=CC=C2 (1-hydroxybenzotriazole hydrate), C(Cl)Cl (CH2Cl2), byN,N-diisopropylethylamine, CCN=C=NCCCN(C)C (EDCI). Conditions: temperature 5 celsius. The product is Cl.FC(C1=CC=C(C=C1)CC(=O)N([C@H]1[C@@H](CCCC1)N1CCCC1)C)(F)F ((±)-trans-4-Trifluoromethyl-N-methyl-N-[2-(1-pyrrolidinyl)cyclohexyl]-phenylacetamide Hydrochloride). RXN SMILES: [F:1][C:2]([F:14])([F:13])[C:3]1[CH:8]=[CH:7][C:6]([CH2:9][C:10]([OH:12])=O)=[CH:5][CH:4]=1.O.ON1C2C=CC=CC=2N=N1.CCN=C=NCCCN(C)C.[N:37]1([C@@H:42]2[CH2:47][CH2:46][CH2:45][CH2:44][C@H:43]2[NH:48][CH3:49])[CH2:41][CH2:40][CH2:39][CH2:38]1.C(Cl)[Cl:51]>>[ClH:51].[F:13][C:2]([F:1])([F:14])[C:3]1[CH:4]=[CH:5][C:6]([CH2:9][C:10]([N:48]([CH3:49])[C@@H:43]2[CH2:44][CH2:45][CH2:46][CH2:47][C@H:42]2[N:37]2[CH2:41][CH2:40][CH2:39][CH2:38]2)=[O:12])=[CH:7][CH:8]=1 |f:1.2,6.7|. Procedure: To a solution of 4-trifluoromethylphenyl acetic acid (1.45 g, 7.08 mmol) in10 mL of dry CH2Cl2 under a nitrogen atmosphere was added 1-hydroxybenzotriazole hydrate (HOBT) (0.95 g, 7.08 mmol) and stirred. Thereaction mixture was cooled to 0°→5° C. and added solid EDCI ([1-(3-dimethylaminopropyl)-3-ethyl-carbodiimide HCl])(1.35 g, 7.08 mmol) and stirred this temperature for 30 min. A solution (±) 3 (1.0 g, 5.48 mmol) in 10 mL of dry CH2Cl2 was added followed byN,N-diisopropylethylamine (Hunig's Ba... Starting materials: C(C)S (ethanethiol), CN(C)C=O (DMF), [H-].[Na+] (sodium hydride), C(C)(C)(C)C=1C(COC1C1=CC2=C(N=C(O2)C2=CC=CC=C2)C(=C1)OC)(C)C (4-t-butyl-5-(4-methoxy-2-phenylbenzo[d]oxazol-6-yl)-3,3-dimethyl-2,3-dihydrofuran), C(C)(C)(C)C=1C(COC1C1=CC2=C(N=C(O2)C2=CC=CC=C2)C(=C1)OC)(C)C (4-t-butyl-5-(4-methoxy-2-phenylbenzo[d]oxazol-6-yl)-3,3-dimethyl-2,3-dihydrofuran). Solvent: O (water). Reaction conditions: temperature 155 celsius. Yields the product C(C)(C)(C)C=1C(COC1C1=CC2=C(N=C(O2)C2=CC=CC=C2)C(=C1)O)(C)C (4-t-butyl-5-(4-hydroxy-2-phenylbenzo[d]oxazol-6-yl)-3,3-dimethyl-2,3-dihydrofuran). Yield: 86.8%. Reaction SMILES: C(S)C.CN(C=O)C.[H-].[Na+].[C:11]([C:15]1[C:16]([CH3:38])([CH3:37])[CH2:17][O:18][C:19]=1[C:20]1[CH:34]=[C:33]([O:35]C)[C:23]2[N:24]=[C:25]([C:27]3[CH:32]=[CH:31][CH:30]=[CH:29][CH:28]=3)[O:26][C:22]=2[CH:21]=1)([CH3:14])([CH3:13])[CH3:12]>O>[C:11]([C:15]1[C:16]([CH3:38])([CH3:37])[CH2:17][O:18][C:19]=1[C:20]1[CH:34]=[C:33]([OH:35])[C:23]2[N:24]=[C:25]([C:27]3[CH:32]=[CH:31][CH:30]=[CH:29][CH:28]=3)[O:26][C:22]=2[CH:21]=1)([CH3:14])([CH3:12])[CH3:13] |f:2.3|. Procedure: In nitrogen atmosphere at 0° C., 0.25 mL of ethanethiol was added to 3 mL of DMF dissolving 104 mg (2.6 mmol) of 60% sodium hydride. Adding 505 mg (1.3 mmol) of 4-t-butyl-5-(4-methoxy-2-phenylbenzo[d]oxazol-6-yl)-3,3-dimethyl-2,3-dihydrofuran (Compound [62]), the mixture was refluxed for 1.0 hours at 155° C. The resulting mixture was poured in pure water and extracted with ethyl acetate. The organic layer was washed with saturated aqueous solution of sodium chloride, dried with magnesium sulfate...